Task: describe an organic reaction: reactants, conditions, products, and yield. Dataset: the Open Reaction Database (ORD), a public repository of structured organic reaction records Starting materials: C1[C@@H]([C@@H]2[C@H](O1)[C@@H](CO2)O[N+](=O)[O-])O (Isosorbide-5-mononitrate), C(C)OC1=NC2=C(N1CC1=CC=C(C=C1)C1=C(C=CC=C1)C1=NN=NN1C(C1=CC=CC=C1)(C1=CC=CC=C1)C1=CC=CC=C1)C(=CC=C2)C(=O)OC(C)(OC(=O)OC2=CC=C(C=C2)[N+](=O)[O-])C (1-methyl-1-{[(4-nitrophenoxy)carbonyl]oxy}ethyl 2-ethoxy-1-{[2′-(1-trityl-1H-tetrazol-5-yl)biphenyl-4-yl]methyl}-1H-benzimidazole-7-carboxylate), C(C)OC1=NC2=C(N1CC1=CC=C(C=C1)C1=C(C=CC=C1)C1=NN=NN1C(C1=CC=CC=C1)(C1=CC=CC=C1)C1=CC=CC=C1)C(=CC=C2)C(=O)OC(C)(OC(=O)OC2=CC=C(C=C2)[N+](=O)[O-])C (1-methyl-1-{[(4-nitrophenoxy)carbonyl]oxy}ethyl 2-ethoxy-1-{[2′-(1-trityl-1H-tetrazol-5-yl)biphenyl-4-yl]methyl}-1H-benzimidazole-7-carboxylate). Reagents/catalysts: CN(C1=CC=NC=C1)C (4-dimethylaminopyridine), FC(S(=O)(=O)[O-])(F)F.[Sc+3].FC(S(=O)(=O)[O-])(F)F.FC(S(=O)(=O)[O-])(F)F (scandium trifluoromethanesulfonate). The solvent is ClCCl (dichloromethane), CO (methanol), ClCCl (dichloromethane). Conditions: time 24 hour. Product: C(C)OC1=NC2=C(N1CC1=CC=C(C=C1)C1=C(C=CC=C1)C1=NN=NN1)C(=CC=C2)C(=O)OC(C)(C)OC(=O)O[C@@H]2C1C(OC2)[C@@H](CO1)O[N+](=O)[O-] (1-[({[(3S,6R)-6-(nitrooxy)hexahydrofuro[3,2-b]furan-3-yl]oxy}carbonyl)oxy]-1-methylethyl 2-ethoxy-1-{[2′-(1H-tetrazol-5-yl)biphenyl-4-yl]methyl}-1H-benzimidazole-7-carboxylate). Reaction SMILES: [CH2:1]1[O:5][C@@H:4]2[C@H:6]([O:9][N+:10]([O-:12])=[O:11])[CH2:7][O:8][C@@H:3]2[C@H:2]1[OH:13].[CH2:14]([O:16][C:17]1[N:21]([CH2:22][C:23]2[CH:28]=[CH:27][C:26]([C:29]3[CH:34]=[CH:33][CH:32]=[CH:31][C:30]=3[C:35]3[N:39](C(C4C=CC=CC=4)(C4C=CC=CC=4)C4C=CC=CC=4)[N:38]=[N:37][N:36]=3)=[CH:25][CH:24]=2)[C:20]2[C:59]([C:63]([O:65][C:66]([CH3:81])([O:68][C:69](OC3C=CC([N+]([O-])=O)=CC=3)=[O:70])[CH3:67])=[O:64])=[CH:60][CH:61]=[CH:62][C:19]=2[N:18]=1)[CH3:15]>CN(C)C1C=CN=CC=1.ClCCl.CO.FC(F)(F)S([O-])(=O)=O.[Sc+3].FC(F)(F)S([O-])(=O)=O.FC(F)(F)S([O-])(=O)=O>[CH2:14]([O:16][C:17]1[N:21]([CH2:22][C:23]2[CH:28]=[CH:27][C:26]([C:29]3[CH:34]=[CH:33][CH:32]=[CH:31][C:30]=3[C:35]3[NH:36][N:37]=[N:38][N:39]=3)=[CH:25][CH:24]=2)[C:20]2[C:59]([C:63]([O:65][C:66]([O:68][C:69]([O:13][C@H:2]3[CH2:1][O:5][CH:4]4[C@H:6]([O:9][N+:10]([O-:12])=[O:11])[CH2:7][O:8][CH:3]34)=[O:70])([CH3:81])[CH3:67])=[O:64])=[CH:60][CH:61]=[CH:62][C:19]=2[N:18]=1)[CH3:15] |f:5.6.7.8|. Procedure: Isosorbide-5-mononitrate (0.203 g, 1.06 mmol) was added to a stirred solution of 1-methyl-1-{[(4-nitrophenoxy)carbonyl]oxy}ethyl 2-ethoxy-1-{[2′-(1-trityl-1H-tetrazol-5-yl)biphenyl-4-yl]methyl}-1H-benzimidazole-7-carboxylate (Intermediate 1, 0.800 g, 0.883 mmol), 4-dimethylaminopyridine (0.162 g, 1.33 mmol) and scandium trifluoromethanesulfonate (0.087 g; 0.177 mmol) in dichloromethane (12 mL). The solution was stirred at room temperature for 24 hours. Then the mixture was diluted with dichlorom... The reactants are CS(=O)(=O)Nn1c(=O)[nH]c2cc([N+](=O)[O-])c(F)cc2c1=O, NC(CO)Cc1c[nH]c2ccccc12. The product is CS(=O)(=O)Nn1c(=O)[nH]c2cc([N+](=O)[O-])c(NC(CO)Cc3c[nH]c4ccccc34)cc2c1=O. Reaction SMILES: [F:1][c:2]1[cH:3][c:4]2[c:5](=[O:21])[n:6]([NH:16][S:17](=[O:18])(=[O:19])[CH3:20])[c:7](=[O:15])[nH:8][c:9]2[cH:10][c:11]1[N+:12](=[O:13])[O-:14].[NH2:22][CH:23]([CH2:24][OH:25])[CH2:26][c:27]1[cH:28][nH:29][c:30]2[cH:31][cH:32][cH:33][cH:34][c:35]12>>[c:2]1([NH:22][CH:23]([CH2:24][OH:25])[CH2:26][c:27]2[cH:28][nH:29][c:30]3[cH:31][cH:32][cH:33][cH:34][c:35]23)[cH:3][c:4]2[c:5](=[O:21])[n:6]([NH:16][S:17](=[O:18])(=[O:19])[CH3:20])[c:7](=[O:15])[nH:8][c:9]2[cH:10][c:11]1[N+:12](=[O:13])[O-:14]. The reactants are CN1N=CC(=C1)C1=C(C=CC=C1)S(=O)(=O)N (2-(1-methyl-1H-pyrazol-4-yl)benzenesulfonamide), C[Al](C)C (trimethylaluminum), COC1=NC(=NC(=N1)C)NC(OC)=O (methyl (4-methoxy-6-methyl-1,3,5-triazin-2-yl)carbamate). Run in C(Cl)Cl (methylene chloride). Yields the product COC1=NC(=NC(=N1)C)NC(=O)NS(=O)(=O)C1=C(C=CC=C1)C=1C=NN(C1)C (N-[(4-Methoxy-6-methyl-1,3,5-triazin-2-yl)aminocarbonyl]-2-(1-methyl-1H-pyrazol-4-yl)benzenesulfonamide). Yield: 17.6%. As a reaction SMILES: [CH3:1][N:2]1[CH:6]=[C:5]([C:7]2[CH:12]=[CH:11][CH:10]=[CH:9][C:8]=2[S:13]([NH2:16])(=[O:15])=[O:14])[CH:4]=[N:3]1.C[Al](C)C.[CH3:21][O:22][C:23]1[N:28]=[C:27]([CH3:29])[N:26]=[C:25]([NH:30][C:31](=O)[O:32]C)[N:24]=1>C(Cl)Cl>[CH3:21][O:22][C:23]1[N:28]=[C:27]([CH3:29])[N:26]=[C:25]([NH:30][C:31]([NH:16][S:13]([C:8]2[CH:9]=[CH:10][CH:11]=[CH:12][C:7]=2[C:5]2[CH:4]=[N:3][N:2]([CH3:1])[CH:6]=2)(=[O:15])=[O:14])=[O:32])[N:24]=1. Procedure details: By the procedure of Example 14, 2 g of 2-(1-methyl-1H-pyrazol-4-yl)benzenesulfonamide, prepared in Example 19, was reacted in 100 ml of methylene chloride with 0.7 g of trimethylaluminum (5 ml of 2M toluene solution) followed by 1.7 g of methyl (4-methoxy-6-methyl-1,3,5-triazin-2-yl)carbamate. After work up and evaporation of the methylene chloride solvent, the residue was triturated with ethyl acetate to yield 0.6 g of the title compound; m.p. 221°-224° C. The IR spectrum showed a carbonyl abso... The reactants are CC(C)O, C1CCOC1, CSC1C(=O)Nc2cccc(-c3ccccc3)c21. The product is O=C1Cc2c(cccc2-c2ccccc2)N1. As a reaction SMILES: [CH:24]([OH:25])([CH3:26])[CH3:27].[O:19]1[CH2:20][CH2:21][CH2:22][CH2:23]1.[c:1]1(-[c:7]2[c:8]3[c:12]([cH:13][cH:14][cH:15]2)[NH:11][C:10](=[O:16])[CH:9]3[S:17][CH3:18])[cH:2][cH:3][cH:4][cH:5][cH:6]1>>[c:1]1(-[c:7]2[c:8]3[c:12]([cH:13][cH:14][cH:15]2)[NH:11][C:10](=[O:16])[CH2:9]3)[cH:2][cH:3][cH:4][cH:5][cH:6]1. Reactants: Cl, O=C1NC(=O)c2c1cccc2[N+](=O)[O-], [Na+], [OH-], O. Product: NC(=O)c1cccc([N+](=O)[O-])c1C(=O)O. As a reaction SMILES: [ClH:17].[N+:1](=[O:2])([O-:3])[c:4]1[c:5]2[c:6]([cH:12][cH:13][cH:14]1)[C:7](=[O:8])[NH:9][C:10]2=[O:11].[Na+:16].[OH-:15].[OH2:18]>>[N+:1](=[O:2])([O-:3])[c:4]1[c:5]([C:10](=[O:11])[OH:15])[c:6]([C:7](=[O:8])[NH2:9])[cH:12][cH:13][cH:14]1.